The task is: describe an organic reaction: reactants, conditions, products, and yield. This data is from the Open Reaction Database (ORD), a public repository of structured organic reaction records. The reactants are C=CC(O)(C)CCC=C(C)C (linalool), 62, CC(C)=CCC\C(\C)=C\CO (geraniol), OC\C=C(/CCC=C(C)C)\C (nerol), CC(C)=CCC\C(\C)=C\CO (geraniol). The product is CC(C)=CCCC(C)CCO (citronellol). Reaction SMILES: C=CC(CCC=C(C)C)(C)O.[OH:12][CH2:13]/[CH:14]=[C:15](/[CH3:22])\[CH2:16][CH2:17][CH:18]=[C:19]([CH3:21])[CH3:20].CC(=CCC/C(=C/CO)/C)C>>[CH3:20][C:19](=[CH:18][CH2:17][CH2:16][CH:15]([CH2:14][CH2:13][OH:12])[CH3:22])[CH3:21]. Procedure: A portion of the reaction was steam distilled to provide a crude product having a ratio of linalool to nerol plus geraniol to cis- and trans-isogeraniols of 62 to 25 to 13, respectively. The isogeraniols, while not known to be useful in perfumery, can be (like geraniol) hydrogenated to yield citronellol, a valuable perfumery material. Starting materials: Cc1ccccc1, COS(=O)(=O)OC, CC1(C)CC(CO)c2ccccc21, [H-], [Na+], O, Cc1ccccc1C. The product is COCC1CC(C)(C)c2ccccc21. As a reaction SMILES: [CH3:16][c:17]1[cH:18][cH:19][cH:20][cH:21][cH:22]1.[CH3:23][O:24][S:25]([O:26][CH3:27])(=[O:28])=[O:29].[CH3:3][C:4]1([CH3:15])[CH2:5][CH:6]([CH2:13][OH:14])[c:7]2[cH:8][cH:9][cH:10][cH:11][c:12]21.[H-:1].[Na+:2].[OH2:38].[c:30]1([CH3:31])[c:32]([CH3:33])[cH:34][cH:35][cH:36][cH:37]1>>[CH3:3][C:4]1([CH3:15])[CH2:5][CH:6]([CH2:13][O:14][CH3:16])[c:7]2[cH:8][cH:9][cH:10][cH:11][c:12]21. Starting materials: FC(C1=CC=C(C=C1)C1CC(CN(C1)C(=O)OC1=CC=C(C=C1)[N+](=O)[O-])C(=O)OC)(F)F (3-Methyl 1-(4-nitrophenyl) 5-[4-(trifluoromethyl)phenyl]piperidine-1,3-dicarboxylate), N1CCC(CC1)C#N (piperidine-4-carbonitrile). Yields the product C(#N)C1CCN(CC1)C(=O)N1CC(CC(C1)C1=CC=C(C=C1)C(F)(F)F)C(=O)OC (Methyl 1-[(4-cyanopiperidin-1-yl)carbonyl]-5-[4-(trifluoromethyl)phenyl]piperidine-3-carboxylate). RXN SMILES: [F:1][C:2]([F:32])([F:31])[C:3]1[CH:8]=[CH:7][C:6]([CH:9]2[CH2:14][N:13]([C:15]([O:17]C3C=CC([N+]([O-])=O)=CC=3)=O)[CH2:12][CH:11]([C:27]([O:29][CH3:30])=[O:28])[CH2:10]2)=[CH:5][CH:4]=1.[NH:33]1[CH2:38][CH2:37][CH:36]([C:39]#[N:40])[CH2:35][CH2:34]1>>[C:39]([CH:36]1[CH2:37][CH2:38][N:33]([C:15]([N:13]2[CH2:14][CH:9]([C:6]3[CH:5]=[CH:4][C:3]([C:2]([F:1])([F:31])[F:32])=[CH:8][CH:7]=3)[CH2:10][CH:11]([C:27]([O:29][CH3:30])=[O:28])[CH2:12]2)=[O:17])[CH2:34][CH2:35]1)#[N:40]. Procedure details: 4.00 g (8.84 mmol) of 3-methyl 1-(4-nitrophenyl) 5-[4-(trifluoromethyl)phenyl]piperidine-1,3-dicarboxylate (Example 58A) and 2.92 g (26.5 mmol) of piperidine-4-carbonitrile were reacted according to the General Method 8A. Yield: 3.15 g (77% of theory) The reactants are [I-].[Ce+3].[I-].[I-] (Cerium (III) iodide), C1CCOC1 (THF), C(C)(C)(C)C=1[N-]C(=C(N1)C(CC)(C)C)C(CC)(C)C.[K+] (Potassium 2-tert-butyl-4,5-di(1,1-dimethylpropyl)imidazolate). Product: O1CCCC1.O1CCCC1.[I-].[I-].C(C)(C)(C)C=1[N-]C(=C(N1)C(CC)(C)C)C(CC)(C)C.[Ce+3] (Cerium 2-tert-butyl-4,5-di(1,1-dimethylpropyl)imidazolate diiodide bis(tetrahydrofuran)). As a reaction SMILES: [I-:1].[Ce+3:2].[I-].[I-].[C:5]([C:9]1[N-:10][C:11]([C:19]([CH3:23])([CH3:22])[CH2:20][CH3:21])=[C:12]([C:14]([CH3:18])([CH3:17])[CH2:15][CH3:16])[N:13]=1)([CH3:8])([CH3:7])[CH3:6].[K+].[CH2:25]1[CH2:29][O:28][CH2:27][CH2:26]1>>[O:28]1[CH2:29][CH2:25][CH2:26][CH2:27]1.[O:28]1[CH2:29][CH2:25][CH2:26][CH2:27]1.[I-:1].[I-:1].[C:5]([C:9]1[N-:13][C:12]([C:14]([CH3:17])([CH3:18])[CH2:15][CH3:16])=[C:11]([C:19]([CH3:23])([CH3:22])[CH2:20][CH3:21])[N:10]=1)([CH3:8])([CH3:7])[CH3:6].[Ce+3:2] |f:0.1.2.3,4.5,7.8.9.10.11.12|. Procedure: Cerium (III) iodide (2.0 g, 0.0038 mol) was stirred in 50 mL of dry THF for 30 mins at room temperature. Potassium 2-tert-butyl-4,5-di(1,1-dimethylpropyl)imidazolate (1.15 g, 0.0038 mol) was added, and the resulting mixture was refluxed for 90 hours. The solvent was removed by vacuum, followed by hexane extraction of the resulting solid. The hexane was removed by vacuum to yield the final product.